The task is: describe an organic reaction: reactants, conditions, products, and yield. This data is from the Open Reaction Database (ORD), a public repository of structured organic reaction records. The reactants are FC1=C(C#N)C=C(C=C1)[N+](=O)[O-] (2-fluoro-5-nitrobenzonitrile), stannous chloride. The solvent is C(C)(=O)OCC (ethyl acetate). Product: FC1=C(C#N)C=C(C=C1)N (2-fluoro-5-aminobenzonitrile). Yield: 85.7%. As a reaction SMILES: [F:1][C:2]1[CH:9]=[CH:8][C:7]([N+:10]([O-])=O)=[CH:6][C:3]=1[C:4]#[N:5]>C(OCC)(=O)C>[F:1][C:2]1[CH:9]=[CH:8][C:7]([NH2:10])=[CH:6][C:3]=1[C:4]#[N:5]. Procedure details: To a solution of 2-fluoro-5-nitrobenzonitrile (2.0 g, 12 mmol) in ethyl acetate(50 mL) was added stannous chloride (27.0 g, 120 mmol). The reaction mixture was stirred at reflux 1.5 h, then cooled to room temperature. Partitioned between ethyl acetate (150 mL) and saturated sodium bicarbonate(150 mL). Organic phase was separated and washed with water (5×75 mL), brine (75 mL); dried over sodium sulfate (anhy.); filtered and concentrated to give 2-fluoro-5-aminobenzonitrile (1.4 g) as pure compoun... Starting materials: CCN(CC)CCCC(=O)O, ClCCl, CCCCCC(C)C(C)c1cc(O)c2c(c1)OC(C)(C)C1=C2CCS1, C(=NC1CCCCC1)=NC1CCCCC1, Cl. The product is CCCCCC(C)C(C)c1cc(OC(=O)CCCN(CC)CC)c2c(c1)OC(C)(C)C1=C2CCS1, Cl. Reaction SMILES: [CH2:42]([CH3:43])[N:44]([CH2:45][CH2:46][CH2:47][C:48](=[O:49])[OH:50])[CH2:51][CH3:52].[CH2:53]([Cl:54])[Cl:55].[CH3:1][C:2]1([CH3:25])[O:3][c:4]2[c:5]([c:11]([OH:24])[cH:12][c:13]([CH:15]([CH3:16])[CH:17]([CH2:18][CH2:19][CH2:20][CH2:21][CH3:22])[CH3:23])[cH:14]2)[C:6]2=[C:7]1[S:8][CH2:9][CH2:10]2.[CH:26]1([N:27]=[C:28]=[N:29][CH:30]2[CH2:31][CH2:32][CH2:33][CH2:34][CH2:35]2)[CH2:36][CH2:37][CH2:38][CH2:39][CH2:40]1.[ClH:41]>>[CH3:1][C:2]1([CH3:25])[O:3][c:4]2[c:5]([c:11]([O:24][C:48]([CH2:47][CH2:46][CH2:45][N:44]([CH2:42][CH3:43])[CH2:51][CH3:52])=[O:49])[cH:12][c:13]([CH:15]([CH3:16])[CH:17]([CH2:18][CH2:19][CH2:20][CH2:21][CH3:22])[CH3:23])[cH:14]2)[C:6]2=[C:7]1[S:8][CH2:9][CH2:10]2.[ClH:41]. The reactants are CN(C=O)C (N,N-dimethylformamide), C(C1=CC=CC=C1)OC=1C=CC(=C(C=O)C1)O (5-benzyloxy-2-hydroxy-benzaldehyde), C(C)(=O)OCCBr (bromoethyl acetate), C([O-])([O-])=O.[K+].[K+] (potassium carbonate). Solvent: O (Water). Conditions: temperature 120 celsius, time 8 hour. The product is C(C)OC(=O)C=1OC2=C(C1)C=C(C=C2)OCC2=CC=CC=C2 (5-Benzyloxy-benzofuran-2-carboxylic acid ethyl ester). Isolated yield 82.5%. RXN SMILES: CN(C)C=O.[CH2:6]([O:13][C:14]1[CH:15]=[CH:16][C:17]([OH:22])=[C:18]([CH:21]=1)[CH:19]=O)[C:7]1[CH:12]=[CH:11][CH:10]=[CH:9][CH:8]=1.[C:23]([O:26][CH2:27][CH2:28]Br)(=[O:25])[CH3:24].C(=O)([O-])[O-].[K+].[K+]>O>[CH2:27]([O:26][C:23]([C:24]1[O:22][C:17]2[CH:16]=[CH:15][C:14]([O:13][CH2:6][C:7]3[CH:12]=[CH:11][CH:10]=[CH:9][CH:8]=3)=[CH:21][C:18]=2[CH:19]=1)=[O:25])[CH3:28] |f:3.4.5|. Procedure: To a N,N-dimethylformamide (10 mL) solution of 5-benzyloxy-2-hydroxy-benzaldehyde (830 mg, 3.64 mmol) described in Production Example 7-1-2 were added bromoethyl acetate (446 μL, 4.00 mmol) and potassium carbonate (1.01 g, 7.28 mmol) at room temperature, which was stirred at 120° C. for 8 hours. Water was added to the reaction solution at 0° C. followed by extraction with ethyl acetate. The organic layer was washed with water and sat. NaCl followed by drying over anhydrous magnesium sulfate and ... The reactants are CNc1ccc(O)cc1[N+](=O)[O-], CS(C)=O, N#Cc1cc(Cl)ccn1, [K+], [K+], O=C([O-])[O-], O. Yields the product CNc1ccc(Oc2ccnc(C#N)c2)cc1[N+](=O)[O-]. As a reaction SMILES: [CH3:10][NH:11][c:12]1[c:13]([N+:19](=[O:20])[O-:21])[cH:14][c:15]([OH:18])[cH:16][cH:17]1.[CH3:29][S:30]([CH3:31])=[O:32].[Cl:1][c:2]1[cH:3][c:4]([C:8]#[N:9])[n:5][cH:6][cH:7]1.[K+:22].[K+:23].[O-:24][C:25]([O-:26])=[O:27].[OH2:28]>>[c:2]1([O:18][c:15]2[cH:14][c:13]([N+:19](=[O:20])[O-:21])[c:12]([NH:11][CH3:10])[cH:17][cH:16]2)[cH:3][c:4]([C:8]#[N:9])[n:5][cH:6][cH:7]1.